This data is from the Open Reaction Database (ORD), a public repository of structured organic reaction records. The task is: describe an organic reaction: reactants, conditions, products, and yield Reactants: CN1CCNCCC1 (1-methyl-1,4-diazepane), C1(CC1)NC(C1=CC(=C(C=C1)C)C=1C=C2C(=CN(C(C2=CC1)=O)CC1CC1)C=O)=O (N-Cyclopropyl-3-(2-cyclopropylmethyl-4-formyl-1-oxo-1,2-dihydro-isoquinolin-6-yl)-4-methyl-benzamide), C(C)(=O)O[BH-](OC(C)=O)OC(C)=O.[Na+] (sodium triacetoxyborohydride). The solvent is ClCCl (dichloromethane). Run at time 5 minute. Yields the product C1(CC1)NC(C1=CC(=C(C=C1)C)C=1C=C2C(=CN(C(C2=CC1)=O)CC1CC1)CN1CCN(CCC1)C)=O (N-Cyclopropyl-3-[2-cyclopropylmethyl-4-(4-methyl-[1,4]diazepan-1-ylmethyl)-1-oxo-1,2-dihydro-isoquinolin-6-yl]-4-methyl-benzamide). As a reaction SMILES: [CH:1]1([NH:4][C:5](=[O:30])[C:6]2[CH:11]=[CH:10][C:9]([CH3:12])=[C:8]([C:13]3[CH:14]=[C:15]4[C:20](=[CH:21][CH:22]=3)[C:19](=[O:23])[N:18]([CH2:24][CH:25]3[CH2:27][CH2:26]3)[CH:17]=[C:16]4[CH:28]=O)[CH:7]=2)[CH2:3][CH2:2]1.[CH3:31][N:32]1[CH2:38][CH2:37][CH2:36][NH:35][CH2:34][CH2:33]1.C(O[BH-](OC(=O)C)OC(=O)C)(=O)C.[Na+]>ClCCl>[CH:1]1([NH:4][C:5](=[O:30])[C:6]2[CH:11]=[CH:10][C:9]([CH3:12])=[C:8]([C:13]3[CH:14]=[C:15]4[C:20](=[CH:21][CH:22]=3)[C:19](=[O:23])[N:18]([CH2:24][CH:25]3[CH2:26][CH2:27]3)[CH:17]=[C:16]4[CH2:28][N:35]3[CH2:36][CH2:37][CH2:38][N:32]([CH3:31])[CH2:33][CH2:34]3)[CH:7]=2)[CH2:2][CH2:3]1 |f:2.3|. Procedure details: The product of step iii) (0.1 g) was dissolved in dichloromethane (10 mL) and 1-methyl-1,4-diazepane (0.062 mL) added. The mixture was stirred at room temperature for 5 minutes then sodium triacetoxyborohydride (0.16 g) was added. The mixture was allowed to stand and the solvent allowed to evaporate. Methanol (5 mL) was added and the solution purified directly by HPLC to give the title compound as a solid (30 mg). The reactants are C[C@H](COC(=O)C1=CC=C(C=C1)C1=CC=C(C=C1)O)CC (4'-[(S)-2-methylbutoxycarbonyl]biphenyl-4-ol), OC1=CC=C(C=C1)C1=CC=C(C=C1)C(=O)O (4'-hydroxybiphenyl-4-carboxylic acid), OC1=CC=C(C(=O)O)C=C1 (p-hydroxybenzoic acid). Yields the product C(CC)O[C@H](C(=O)OC1=CC=C(C(=O)O)C=C1)C (4-[(S)-2-Propoxypropanoyloxy]benzoic acid), C(CC)O[C@H](C(=O)OC1=CC=C(C(=O)OC2=CC=C(C=C2)C2=CC=C(C=C2)C(=O)OC[C@H](CC)C)C=C1)C (4'[(S)-2-methylbutoxycarbonyl]biphenyl-4-yl 4-[(S)-2-propoxypropanoyloxy]benzoate). Reaction SMILES: OC1C=CC([C:8]2[CH:13]=[CH:12][C:11]([C:14]([OH:16])=[O:15])=[CH:10][CH:9]=2)=CC=1.[OH:17][C:18]1[CH:26]=[CH:25][C:21]([C:22]([OH:24])=[O:23])=[CH:20][CH:19]=1.[CH3:27][C@@H:28]([CH2:46][CH3:47])[CH2:29][O:30][C:31]([C:33]1[CH:38]=[CH:37][C:36]([C:39]2[CH:44]=[CH:43][C:42]([OH:45])=[CH:41][CH:40]=2)=[CH:35][CH:34]=1)=[O:32]>>[CH2:29]([O:30][C@@H:21]([CH3:25])[C:22]([O:24][C:8]1[CH:9]=[CH:10][C:11]([C:14]([OH:16])=[O:15])=[CH:12][CH:13]=1)=[O:23])[CH2:28][CH3:27].[CH2:14]([O:15][C@@H:11]([CH3:12])[C:14]([O:17][C:18]1[CH:19]=[CH:20][C:21]([C:22]([O:45][C:42]2[CH:41]=[CH:40][C:39]([C:36]3[CH:37]=[CH:38][C:33]([C:31]([O:30][CH2:29][C@@H:28]([CH3:27])[CH2:46][CH3:47])=[O:32])=[CH:34][CH:35]=3)=[CH:44][CH:43]=2)=[O:24])=[CH:25][CH:26]=1)=[O:16])[CH2:11][CH3:10]. Procedure details: 4-[(S)-2-Propoxypropanoyloxy]benzoic acid was synthesized in the same manner as in Example 1, except for replacing 4'-hydroxybiphenyl-4-carboxylic acid as used in Example 1 with p-hydroxybenzoic acid. The resulting compound was reacted with 4'-[(S)-2-methylbutoxycarbonyl]biphenyl-4-ol to obtain 4'[(S)-2-methylbutoxycarbonyl]biphenyl-4-yl 4-[(S)-2-propoxypropanoyloxy]benzoate. The reactants are C1=CC=NC=2C3=NC=CC=C3CC12 (4,5-diazafluorene), Cl.N1=CC=C(C=C1)CCl (4-picolylchloride hydrochloride), [OH-].[Na+] (sodium hydroxide). The reagents and catalysts are [Cl-].C(C1=CC=CC=C1)[N+](CC)(CC)CC (benzyltriethylammonium chloride). Run in C1(=CC=CC=C1)C (toluene). The product is N1=CC=C(C=C1)CC1(C=2C(=NC=CC2)C2=NC=CC=C21)CC2=CC=NC=C2 (5,5-Bis(4-pyridinylmethyl)-5H-cyclopenta[2,1-b:3,4-b']dipyridine). RXN SMILES: [CH:1]1[C:13]2[CH2:12][C:11]3[C:6](=[N:7][CH:8]=[CH:9][CH:10]=3)[C:5]=2[N:4]=[CH:3][CH:2]=1.Cl.[N:15]1[CH:20]=[CH:19][C:18]([CH2:21]Cl)=[CH:17][CH:16]=1.[OH-].[Na+]>[Cl-].C([N+](CC)(CC)CC)C1C=CC=CC=1.C1(C)C=CC=CC=1>[N:15]1[CH:20]=[CH:19][C:18]([CH2:21][C:12]2([CH2:21][C:18]3[CH:19]=[CH:20][N:15]=[CH:16][CH:17]=3)[C:13]3[C:5](=[N:4][CH:3]=[CH:2][CH:1]=3)[C:6]3=[N:7][CH:8]=[CH:9][CH:10]=[C:11]23)=[CH:17][CH:16]=1 |f:1.2,3.4,5.6|. Procedure details: The title compound was prepared following the procedure of Example 1 from 0.43 g (2.56 mmole) of 4,5-diazafluorene, 0.84 g of 4-picolylchloride hydrochloride, 29.0 mg of benzyltriethylammonium chloride, 3 ml of 50% sodium hydroxide, and 30 ml toluene by reaction at 50° for 6 hrs. The crude product was chromatographed (Ethylacetate/Methanol, 99:1) and recrystallized from isopropyl alcohol. NMR (CDCl3,200 MHz) δ: 3.42(s,4H), 6.52(d,J=5.7 Hz,4H), 7.33(dd,2H), 7.85(d,2H), 8.16(d,J=5.6 Hz,4H), 8.61(d... Starting materials: C1CNCCN1, CCCCCC, CCO, CCOC(=O)CCc1cc(F)c(Cl)nc1Nc1ccc(F)cc1F. Yields the product CCOC(=O)CCc1cc(F)c(N2CCNCC2)nc1Nc1ccc(F)cc1F. Reaction SMILES: [CH2:1]1[CH2:2][NH:3][CH2:4][CH2:5][NH:6]1.[CH3:31][CH2:32][CH2:33][CH2:34][CH2:35][CH3:36].[CH3:37][CH2:38][OH:39].[Cl:7][c:8]1[n:9][c:10]([NH:22][c:23]2[c:24]([F:30])[cH:25][c:26]([F:29])[cH:27][cH:28]2)[c:11]([CH2:12][CH2:13][C:14](=[O:15])[O:16][CH2:17][CH3:18])[cH:19][c:20]1[F:21]>>[CH2:1]1[CH2:2][N:3]([c:8]2[n:9][c:10]([NH:22][c:23]3[c:24]([F:30])[cH:25][c:26]([F:29])[cH:27][cH:28]3)[c:11]([CH2:12][CH2:13][C:14](=[O:15])[O:16][CH2:17][CH3:18])[cH:19][c:20]2[F:21])[CH2:4][CH2:5][NH:6]1. The reactants are FC(C(=O)O)(F)F (trifluoracetic acid), [Na] (sodium), [OH-].[K+] (potassium hydroxide), CC(CCC(C(=O)OC(C)(C)C)=O)C (t-Butyl 5-methyl-2-oxohexanoate), FC(C(=O)O)(F)F (Trifluoroacetic acid), FC(C(=O)O)(F)F (trifluoroacetic acid), FC(C(=O)O)(F)F (trifluoracetic acid). Run in nitric acids. Yields the product CC(CCC(C(=O)O)=O)C (5-Methyl-2-oxohexanoic Acid). As a reaction SMILES: [CH3:1][CH:2]([CH3:14])[CH2:3][CH2:4][C:5](=[O:13])[C:6]([O:8]C(C)(C)C)=[O:7].FC(F)(F)C(O)=O.[Na].[OH-].[K+]>>[CH3:1][CH:2]([CH3:14])[CH2:3][CH2:4][C:5](=[O:13])[C:6]([OH:8])=[O:7] |f:3.4,^1:21|. Procedure: t-Butyl 5-methyl-2-oxohexanoate is readily hydrolyzed under suitably mild conditions at room temperature (i.e., 25°-30° C.). Suitable reactions include hydrolysis directly to the acid form using trifluoracetic acid [reaction (3)] or hydrolysis with dilute bases such as sodium or potassium hydroxide followed by acidification with dilute mineral acids such as hydrochloric, sulfuric, or nitric acids. ##EQU5## Trifluoroacetic acid can be used as a solvent for the reaction shown (3). When trifluoroac... Reactants: ClC1=CC(=C(C=C1)OC1CC=CC1)[N+](=O)[O-] (4-chloro-1-(3-cyclopenten-1-yloxy)-2-nitrobenzene), B1C2CCCC1CCC2 (9-BBN), [OH-].[Na+] (NaOH), OO (hydrogen peroxide). The solvent is O (water), C(C)(=O)OCC (ethyl acetate), C1CCOC1 (THF), O (water). Conditions: time 8 hour. Yields the product ClC1=CC(=C(OC2CC(CC2)O)C=C1)[N+](=O)[O-] (3-(4-chloro-2-nitrophenoxy)cyclopentanol). Yield: 42.7%. As a reaction SMILES: [Cl:1][C:2]1[CH:7]=[CH:6][C:5]([O:8][CH:9]2[CH2:13][CH:12]=[CH:11][CH2:10]2)=[C:4]([N+:14]([O-:16])=[O:15])[CH:3]=1.B1C2CCCC1CCC2.[OH-:26].[Na+].OO>C1COCC1.O.C(OCC)(=O)C>[Cl:1][C:2]1[CH:7]=[CH:6][C:5]([O:8][CH:9]2[CH2:10][CH2:11][CH:12]([OH:26])[CH2:13]2)=[C:4]([N+:14]([O-:16])=[O:15])[CH:3]=1 |f:2.3|. Procedure details: A solution of Example 25A (1.18 g, 5 mmol) in THF (20 mL) was treated with a solution of 9-BBN (0.5M in THF, 10 mL, 5.0 mmol) via syringe. After stirring at room temperature overnight, the solution was cooled with an ice bath, treated with a solution of NaOH (0.2 g) in water (2 mL), treated dropwise with hydrogen peroxide (30% wt, 0.56 g, 5.0 mmol), and stirred for 3 hours. The mixture was treated with water (50 mL) and ethyl acetate (150 mL) and the organic phase was extracted with ethyl acetat...